Task: describe an organic reaction: reactants, conditions, products, and yield. Dataset: the Open Reaction Database (ORD), a public repository of structured organic reaction records Reactants: C1(=CC=CC=C1)C(N1C(=NC=C1)C=O)(C1=CC=CC=C1)C1=CC=CC=C1 (1-Triphenylmethyl-2-imidazole carbaldehyde), O (Water), NC1=C(C=CC=C1)C(C)=O (2'-aminoacetophenone), aqueous solution, [OH-].[Na+] (sodium hydroxide). As a reaction SMILES: [C:1]1([C:7]([C:21]2[CH:26]=[CH:25][CH:24]=[CH:23][CH:22]=2)([C:15]2[CH:20]=[CH:19][CH:18]=[CH:17][CH:16]=2)[N:8]2[CH:12]=[CH:11][N:10]=[C:9]2[CH:13]=O)[CH:6]=[CH:5][CH:4]=[CH:3][CH:2]=1.[NH2:27][C:28]1[CH:33]=[CH:32][CH:31]=[CH:30][C:29]=1[C:34](=[O:36])[CH3:35].[OH-].[Na+].O>C(O)C>[O:36]=[C:34]([C:29]1[CH:30]=[CH:31][CH:32]=[CH:33][C:28]=1[NH2:27])/[CH:35]=[CH:13]/[C:9]1[N:8]([C:7]([C:1]2[CH:6]=[CH:5][CH:4]=[CH:3][CH:2]=2)([C:15]2[CH:16]=[CH:17][CH:18]=[CH:19][CH:20]=2)[C:21]2[CH:26]=[CH:25][CH:24]=[CH:23][CH:22]=2)[CH:12]=[CH:11][N:10]=1 |f:2.3|. Reaction conditions: time 12 hour. Solvent: C(C)O (ethanol). Procedure: 1-Triphenylmethyl-2-imidazole carbaldehyde (4) (25.0 g, 74 mmol) and 2'-aminoacetophenone (10.0 g, 74 mmol) were suspended in 700 ml of ethanol, and a 25% aqueous solution (120 ml) of sodium hydroxide was added to the suspension, The mixture was stirred at room temperature for 12 hours. Water (3,000 ml) was added to the resultant reaction mixture, and crystals deposited were collected by filtration, washed with water and dried. The thus-obtained crystals were recrystallized from ethanol to obtai... Yields the product O=C(/C=C/C=1N(C=CN1)C(C1=CC=CC=C1)(C1=CC=CC=C1)C1=CC=CC=C1)C1=C(C=CC=C1)N (2-[(E)-3-oxo-3-(2-aminophenyl)-1-propenyl]-1-triphenylmethylimidazole). Yield: 52.2%. Reactants: CNOC, Cc1cccc(C)n1, ClCCl, O=C(Cl)C(=O)Cl, Cl, O=C(O)C(F)F. Yields the product CON(C)C(=O)C(F)F. RXN SMILES: [CH3:14][NH:15][O:16][CH3:17].[CH3:18][c:19]1[n:20][c:21]([CH3:22])[cH:23][cH:24][cH:25]1.[Cl:26][CH2:27][Cl:28].[Cl:7][C:8]([C:9]([Cl:10])=[O:11])=[O:12].[ClH:13].[OH:1][C:2](=[O:3])[CH:4]([F:5])[F:6]>>[O:1]=[C:2]([CH:4]([F:5])[F:6])[N:15]([CH3:14])[O:16][CH3:17].